Dataset: the Open Reaction Database (ORD), a public repository of structured organic reaction records. Task: describe an organic reaction: reactants, conditions, products, and yield The reactants are COC1=C(C(=CC=C1)OC)OC(C)=O (acetic acid 2,6-dimethoxy-phenyl ester), ice, II (iodine). Reagents/catalysts: FC(C(=O)[O-])(F)F.[Ag+] (silver trifluoroacetate). Solvent: C(Cl)(Cl)Cl (CHCl3). Run at time 1 hour. Product: C(C)(=O)OC=1C(=C(C=CC1OC)I)OC (3-Acetoxy-2,4-dimethoxyiodobenzene). Isolated yield 95.6%. RXN SMILES: [CH3:1][O:2][C:3]1[CH:8]=[CH:7][CH:6]=[C:5]([O:9][CH3:10])[C:4]=1[O:11][C:12](=[O:14])[CH3:13].[I:15]I>C(Cl)(Cl)Cl.FC(F)(F)C([O-])=O.[Ag+]>[C:12]([O:11][C:4]1[C:3]([O:2][CH3:1])=[C:8]([I:15])[CH:7]=[CH:6][C:5]=1[O:9][CH3:10])(=[O:14])[CH3:13] |f:3.4|. Procedure: To an ice-cooled suspension of acetic acid 2,6-dimethoxy-phenyl ester (1.0 g, 5.1 mmol) and silver trifluoroacetate (5.1 mmol) in CHCl3 (16 ml) was added iodine (1.3 g, 5.1 mmol) and the reaction stirred for 1 hour. The crude mixture was filtered through celite to remove the precipitated silver iodide and the filtrate was washed with 10% Na2S2O3 (aq). An emulsion was formed and the mixture was again passed through celite and the filtrate washed with brine, dried over MgSO4 and concentrated under... Reactants: BrC=1C=CC(=NC1)C(C(C#C)=O)C1=C(C=CC=C1F)F (1-(5-bromopyridin-2-yl)-1-(2,6-difluorophenyl)but-3-yn-2-one). The solvent is CN(C)CCN(C)C (TMEDA). The product is BrC1=CN2C=CC(C(=C2C=C1)C1=C(C=CC=C1F)F)=O (7-bromo-1-(2,6-difluorophenyl)-2H-quinolizin-2-one). RXN SMILES: [Br:1][C:2]1[CH:3]=[CH:4][C:5]([CH:8]([C:13]2[C:18]([F:19])=[CH:17][CH:16]=[CH:15][C:14]=2[F:20])[C:9](=[O:12])[C:10]#[CH:11])=[N:6][CH:7]=1>CN(CCN(C)C)C>[Br:1][C:2]1[CH:3]=[CH:4][C:5]2[N:6]([CH:11]=[CH:10][C:9](=[O:12])[C:8]=2[C:13]2[C:18]([F:19])=[CH:17][CH:16]=[CH:15][C:14]=2[F:20])[CH:7]=1. Procedure: To a solution of 1-(5-bromopyridin-2-yl)-1-(2,6-difluorophenyl)but-3-yn-2-one (2 g) in TMEDA was heated to 90° C. for 1 h. LCMS analysis revealed the reaction was complete and the reaction was concentrated. The crude material was purified by silica gel chromatography (CH2Cl2/acetone) to yield the title compound. The reactants are C1(=CC=CC=C1)SCCCC#N (4-phenylthiobutyronitrile), S(=O)(=O)(Cl)Cl (sulfuryl chloride). Solvent: C(Cl)Cl (methylene chloride). Run at time 8 hour. Product: ClC(CCC#N)SC1=CC=CC=C1 (4-Chloro-4-phenylthiobutyronitrile). Yield: 102.9%. As a reaction SMILES: [C:1]1([S:7][CH2:8][CH2:9][CH2:10][C:11]#[N:12])[CH:6]=[CH:5][CH:4]=[CH:3][CH:2]=1.S(Cl)([Cl:16])(=O)=O>C(Cl)Cl>[Cl:16][CH:8]([S:7][C:1]1[CH:6]=[CH:5][CH:4]=[CH:3][CH:2]=1)[CH2:9][CH2:10][C:11]#[N:12]. Reported procedure: To a solution of 50 g (0.28 mole) of 4-phenylthiobutyronitrile in 200 ml of methylene chloride is added 40.5 g (0.3 mole) of sulfuryl chloride dropwise during a period of six hours. Stirring is continued overnight. Solvent and excess sulfuryl chloride is then evaporated under vacuum to give 61 g of a crude product. This material is used in the next experiment without further purification. Reactants: BrC1=NC(=CC=C1OCC1=CC=CC=C1)CO (2-bromo-3-benzyloxy-6-hydroxymethylpyridine), C(C)(=O)[O-].[K+] (potassium acetate), C(C=C)(=O)OCCCC (n-butyl acrylate), oil. Reagents/catalysts: [I-].C(CCC)[N+](CCCC)(CCCC)CCCC (tetra-n-butylammonium iodide), Cl[Pd]([P](C1=CC=CC=C1)(C2=CC=CC=C2)C3=CC=CC=C3)([P](C4=CC=CC=C4)(C5=CC=CC=C5)C6=CC=CC=C6)Cl (bis(triphenylphosphine)palladium dichloride). Solvent: CN(C)C=O (DMF), O (water), O (water). Reaction conditions: temperature 120 celsius. Product: C(C1=CC=CC=C1)OC=1C(=NC(=CC1)CO)C(C(=O)OCCCC)=C (n-Butyl (3-benzyloxy-6-hydroxymethylpyridin-2-yl)propenoate). RXN SMILES: Br[C:2]1[C:7]([O:8][CH2:9][C:10]2[CH:15]=[CH:14][CH:13]=[CH:12][CH:11]=2)=[CH:6][CH:5]=[C:4]([CH2:16][OH:17])[N:3]=1.C([O-])(=O)C.[K+].[C:23]([O:27][CH2:28][CH2:29][CH2:30][CH3:31])(=[O:26])[CH:24]=[CH2:25]>CN(C=O)C.O.[I-].C([N+](CCCC)(CCCC)CCCC)CCC.Cl[Pd](Cl)([P](C1C=CC=CC=1)(C1C=CC=CC=1)C1C=CC=CC=1)[P](C1C=CC=CC=1)(C1C=CC=CC=1)C1C=CC=CC=1>[CH2:9]([O:8][C:7]1[C:2]([C:24](=[CH2:25])[C:23]([O:27][CH2:28][CH2:29][CH2:30][CH3:31])=[O:26])=[N:3][C:4]([CH2:16][OH:17])=[CH:5][CH:6]=1)[C:10]1[CH:15]=[CH:14][CH:13]=[CH:12][CH:11]=1 |f:1.2,6.7,^1:58,77|. Procedure: To a solution of 2-bromo-3-benzyloxy-6-hydroxymethylpyridine (2.94 g, 10.0 mmol) in DMF (19 ml) and water (1 ml) were added potassium acetate (2.45 g, 25.0 mmol), tetra-n-butylammonium iodide (3.69 g, 10.0 mmol), bis(triphenylphosphine)palladium dichloride (281 mg, 0.4 mmol) and n-butyl acrylate (4.31 ml, 3.84 g, 30 mmol). The mixture was placed under nitrogen and stirred and heated at 120° C. for 3 h. The mixture was cooled and poured into water (180 ml). The product was extracted into ethyl ac... Starting materials: N(=NC(=O)OCC)C(=O)OCC (Diethyl azodicarboxylate), 2-benzylaminio-cyclohexanol, C1=CC=C(C=C1)P(C2=CC=CC=C2)C3=CC=CC=C3 (PPh3), C(C1=CC=CC=C1)NC1C(CCCC1)O (2-Benzylamino-cyclohexanol). Solvent: CCOCC (ether). Product: C(C1=CC=CC=C1)N1C2CCCCC12 (7-Benzyl-7-Azabicyclo[4.1.0]heptane). Isolated yield 75.0%. As a reaction SMILES: [CH2:1]([NH:8][CH:9]1[CH2:14][CH2:13][CH2:12][CH2:11][CH:10]1O)[C:2]1[CH:7]=[CH:6][CH:5]=[CH:4][CH:3]=1.N(C(OCC)=O)=NC(OCC)=O.C1C=CC(P(C2C=CC=CC=2)C2C=CC=CC=2)=CC=1>CCOCC>[CH2:1]([N:8]1[CH:14]2[CH:9]1[CH2:10][CH2:11][CH2:12][CH2:13]2)[C:2]1[CH:7]=[CH:6][CH:5]=[CH:4][CH:3]=1. Procedure details: Cyclization of 2-Benzylamino-cyclohexanol. Diethyl azodicarboxylate (Aldrich, 95%, 3.6 ml, 22.6 mmol) was slowly added to an ether solution (50 ml) of 2-benzylaminio-cyclohexanol (3.1 g, 15 mmol) and PPh3 (5.94 g, 22.6 mmol) under N2, with stirring, in an ice-bath. After addition, the ice bath was removed, and the mixture stirred at room temperature for 36 h. The resulting crystalline precipitate was filtered and the solvent removed from the filtrate by rotary evaporation to yield the crude prod... Reactants: O=[N+]([O-])c1cnn2ccccc12, O=Nc1cnn2ccccc12. Yields the product c1ccn2nccc2c1. Reaction SMILES: [N+:1]([O-:2])(=[O:3])[c:4]1[cH:5][n:6][n:7]2[c:8]1[cH:9][cH:10][cH:11][cH:12]2.[N:13]([c:14]1[cH:15][n:16][n:17]2[cH:18][cH:19][cH:20][cH:21][c:22]12)=[O:23]>>[cH:4]1[cH:5][n:6][n:7]2[c:8]1[cH:9][cH:10][cH:11][cH:12]2.